From a dataset of the Open Reaction Database (ORD), a public repository of structured organic reaction records. describe an organic reaction: reactants, conditions, products, and yield Reactants: ClC1=CC=C(C=C1)S(=O)(=O)C(C1=CC=C(C=N1)C=CC(=O)OC)C1=C(C=CC(=C1)F)F (Methyl 3-[6-[(4-chlorophenylsulfonyl)-(2,5-difluorophenyl)methyl]pyridin-3-yl]acrylate). The reagents and catalysts are [C].[Pd] (palladium carbon). The solvent is C(C)O (ethanol). Reaction conditions: time 24 hour. Product: ClC1=CC=C(C=C1)S(=O)(=O)C(C1=CC=C(C=N1)CCC(=O)OC)C1=C(C=CC(=C1)F)F (Methyl 3-[6-[(4-chlorophenylsulfonyl)-(2,5-difluorophenyl)methyl]pyridin-3-yl]propionate). Isolated yield 59.3%. As a reaction SMILES: [Cl:1][C:2]1[CH:7]=[CH:6][C:5]([S:8]([CH:11]([C:24]2[CH:29]=[C:28]([F:30])[CH:27]=[CH:26][C:25]=2[F:31])[C:12]2[N:17]=[CH:16][C:15]([CH:18]=[CH:19][C:20]([O:22][CH3:23])=[O:21])=[CH:14][CH:13]=2)(=[O:10])=[O:9])=[CH:4][CH:3]=1>C(O)C.[C].[Pd]>[Cl:1][C:2]1[CH:7]=[CH:6][C:5]([S:8]([CH:11]([C:24]2[CH:29]=[C:28]([F:30])[CH:27]=[CH:26][C:25]=2[F:31])[C:12]2[N:17]=[CH:16][C:15]([CH2:18][CH2:19][C:20]([O:22][CH3:23])=[O:21])=[CH:14][CH:13]=2)(=[O:10])=[O:9])=[CH:4][CH:3]=1 |f:2.3|. Procedure: Methyl 3-[6-[(4-chlorophenylsulfonyl)-(2,5-difluorophenyl)methyl]pyridin-3-yl]acrylate (160 mg, 0.34 mmol) was dissolved in ethanol (15 ml). To the resulting solution was added palladium carbon (30 mg). The resulting mixture was vigorously stirred under a hydrogen atmosphere of 1 atmospheric pressure for 24 hours. After the reaction mixture was filtered, the filtrate was concentrated under reduced pressure. The residue thus obtained was purified by silica gel chromatography (hexane:ethyl acetate... The reactants are solution, Cl (HCl), COC(C1=CC(=CC=C1)CC=1OC(=NN1)C1=CC=C(C=C1)C#N)=O (3-[5-(4-cyano-phenyl)[1,3,4]oxadiazol-2-ylmethyl]-benzoic acid methyl ester), O (H2O), aqueous solution, [OH-].[Na+] (NaOH). The solvent is CO (MeOH). Conditions: temperature 60 celsius, time 30 minute. Product: C(#N)C1=CC=C(C=C1)C1=NN=C(O1)CC=1C=C(C(=O)O)C=CC1 (3-[5-(4-cyano-phenyl)-[1,3,4]oxadiazol-2-ylmethyl]-benzoic acid). Isolated yield 95.8%. RXN SMILES: C[O:2][C:3](=[O:24])[C:4]1[CH:9]=[CH:8][CH:7]=[C:6]([CH2:10][C:11]2[O:12][C:13]([C:16]3[CH:21]=[CH:20][C:19]([C:22]#[N:23])=[CH:18][CH:17]=3)=[N:14][N:15]=2)[CH:5]=1.O.[OH-].[Na+].Cl>CO>[C:22]([C:19]1[CH:18]=[CH:17][C:16]([C:13]2[O:12][C:11]([CH2:10][C:6]3[CH:5]=[C:4]([CH:9]=[CH:8][CH:7]=3)[C:3]([OH:24])=[O:2])=[N:15][N:14]=2)=[CH:21][CH:20]=1)#[N:23] |f:2.3|. Procedure: Suspend of 3-[5-(4-cyano-phenyl)[1,3,4]oxadiazol-2-ylmethyl]-benzoic acid methyl ester (0.120 g, 0.376 mmol) in 4 mL of a 1:1 mixture of H2O:MeOH. Heat the mixture to 60° C., and add 10% aqueous solution of NaOH (0.28 mL, 0.70 mmol). Stir at 60° C. for 30 minutes, cool to room temperature and adjust the pH to 5 by the addition of a 2 N solution of HCl. Concentrate the mixture overnight under a stream of air, dilute crude residue with H2O and extract with methylene chloride. Wash the combined org...